From a dataset of the Open Reaction Database (ORD), a public repository of structured organic reaction records. describe an organic reaction: reactants, conditions, products, and yield Product: COc1nc(Nc2ccc(-n3cnc(C)c3)c(OC)c2)nc(N2CCCCC2)n1. Reactants: C1CCNCC1, CCOC(C)=O, COc1nc(Cl)nc(Nc2ccc(-n3cnc(C)c3)c(OC)c2)n1. Reaction SMILES: [CH2:25]1[CH2:26][CH2:27][NH:28][CH2:29][CH2:30]1.[CH3:31][CH2:32][O:33][C:34](=[O:35])[CH3:36].[Cl:1][c:2]1[n:3][c:4]([NH:10][c:11]2[cH:12][c:13]([O:23][CH3:24])[c:14](-[n:17]3[cH:18][n:19][c:20]([CH3:22])[cH:21]3)[cH:15][cH:16]2)[n:5][c:6]([O:8][CH3:9])[n:7]1>>[c:2]1([N:28]2[CH2:27][CH2:26][CH2:25][CH2:30][CH2:29]2)[n:3][c:4]([NH:10][c:11]2[cH:12][c:13]([O:23][CH3:24])[c:14](-[n:17]3[cH:18][n:19][c:20]([CH3:22])[cH:21]3)[cH:15][cH:16]2)[n:5][c:6]([O:8][CH3:9])[n:7]1.